Task: describe an organic reaction: reactants, conditions, products, and yield. Dataset: the Open Reaction Database (ORD), a public repository of structured organic reaction records The reactants are NCC(O)C1=CC(=CC=C1)Cl (2-amino-1-(3-chlorophenyl)ethanol), C(#N)[BH3-].[Na+] (sodium cyanoborohydride), ClC=1C=C(C=CC1OCC(C)=O)CC(=O)OC (methyl 3-chloro-4-(2-oxopropoxy)phenylacetate), C1=CC=CC=C1 (benzene). Solvent: CO (methanol). The product is COC(=O)CC1=CC(=C(OCC(C)NCC(O)C2=CC(=CC=C2)Cl)C=C1)Cl (2-[2-(4-Methoxycarbonylmethyl-2-chlorophenoxy)-1-methylethyl]amino-1-(3-chlorophenyl)ethanol). The yield is 9.7%. Reaction SMILES: [NH2:1][CH2:2][CH:3]([C:5]1[CH:10]=[CH:9][CH:8]=[C:7]([Cl:11])[CH:6]=1)[OH:4].[Cl:12][C:13]1[CH:14]=[C:15]([CH2:24][C:25]([O:27][CH3:28])=[O:26])[CH:16]=[CH:17][C:18]=1[O:19][CH2:20][C:21](=O)[CH3:22].C1C=CC=CC=1.C([BH3-])#N.[Na+]>CO>[CH3:28][O:27][C:25]([CH2:24][C:15]1[CH:16]=[CH:17][C:18]([O:19][CH2:20][CH:21]([NH:1][CH2:2][CH:3]([C:5]2[CH:10]=[CH:9][CH:8]=[C:7]([Cl:11])[CH:6]=2)[OH:4])[CH3:22])=[C:13]([Cl:12])[CH:14]=1)=[O:26] |f:3.4|. Reported procedure: Following a procedure similar to that described in Example 6, but using 5.15 g of 2-amino-1-(3-chlorophenyl)ethanol (prepared as described in Preparation 8), 10.3 g of methyl 3-chloro-4-(2-oxopropoxy)phenylacetate (prepared as described in Preparation 19), 200 ml of benzene, 100 ml of absolute methanol and 6 g of sodium cyanoborohydride, 1.2 g of the title compound were obtained as crystals, melting at 83°-103° C. (after recrystallization from a mixture of ethyl acetate and hexane). Starting materials: C(C1=CC=CC=C1)(=O)Cl (benzoyl chloride), C[N+]#[C-] (methyl isocyanide), [N-]=[N+]=[N-].[Na+] (sodium azide), N1=CC=CC=C1 (pyridine). The solvent is C(C)(=O)OCC (ethyl acetate), O (water), C(C)#N (acetonitrile), C(C)#N (acetonitrile). Run at temperature 60 celsius, time 1 hour. The product is CN1N=NN=C1C(C1=CC=CC=C1)=O (1-methyl-5-benzoyltetrazole). Yield: 66.1%. RXN SMILES: [C:1](Cl)(=[O:8])[C:2]1[CH:7]=[CH:6][CH:5]=[CH:4][CH:3]=1.[CH3:10][N+:11]#[C-:12].[N-:13]=[N+:14]=[N-:15].[Na+].N1C=CC=CC=1>C(#N)C.C(OCC)(=O)C.O>[CH3:12][N:11]1[C:10]([C:1](=[O:8])[C:2]2[CH:7]=[CH:6][CH:5]=[CH:4][CH:3]=2)=[N:15][N:14]=[N:13]1 |f:2.3|. Procedure details: At room temperature, 10 g of benzoyl chloride (71 mmol) were admixed with 3.7 g (92 mmol) of methyl isocyanide. The mixture was then heated at 60° C. for 3 hours. The mixture was admixed with 25 ml of acetonitrile and cooled to 0° C. This reaction mixture was added to 4.6 g of sodium azide (71 mmol) in 1.1 g (14 mmol) of pyridine in 25 ml of acetonitrile at 0° C. The mixture was then heated to 60° C. and stirred at this temperature for 1 hour. At room temperature, 100 ml of water and 100 ml of e...